This data is from the Open Reaction Database (ORD), a public repository of structured organic reaction records. The task is: describe an organic reaction: reactants, conditions, products, and yield The reactants are CCCCCCCCCCBr, [Li]CCCC, C1CCOC1, CCCCCC, O, c1ccsc1. The product is CCCCCCCCCCc1cccs1. RXN SMILES: [Br:16][CH2:17][CH2:18][CH2:19][CH2:20][CH2:21][CH2:22][CH2:23][CH2:24][CH2:25][CH3:26].[CH2:11]([Li:12])[CH2:13][CH2:14][CH3:15].[CH2:6]1[O:7][CH2:8][CH2:9][CH2:10]1.[CH3:27][CH2:28][CH2:29][CH2:30][CH2:31][CH3:32].[OH2:33].[cH:1]1[cH:2][cH:3][s:4][cH:5]1>>[cH:1]1[cH:2][c:3]([CH2:17][CH2:18][CH2:19][CH2:20][CH2:21][CH2:22][CH2:23][CH2:24][CH2:25][CH3:26])[s:4][cH:5]1. Reactants: ClC1=C2C(=NC(=C1C(=O)OCC)C)N(C=N2)CC (7-chloro-3-ethyl-5-methyl-3H-imidazo[4,5-b]pyridine-6-carboxylic acid, ethyl ester), C(CCC)N1C=NC=2C1=NC(=C(C2Cl)C(=O)OCC)C (3-butyl-7-chloro-5-methyl-3H-imidazo[4,5-b]pyridine-6-carboxylic acid, ethyl ester). Yields the product C(CCC)N1C=NC=2C1=NC(=C(C2OCC)C(=O)OCC)C (3-butyl-7-ethoxy-5-methyl-3H-imidazo[4,5-b]pyridine-6-carboxylic acid, ethyl ester). Isolated yield 81.0%. As a reaction SMILES: ClC1[C:7]([C:8](OCC)=[O:9])=C(C)N=C2N(CC)C=NC=12.[CH2:19]([N:23]1[C:27]2=[N:28][C:29]([CH3:38])=[C:30]([C:33]([O:35][CH2:36][CH3:37])=[O:34])[C:31](Cl)=[C:26]2[N:25]=[CH:24]1)[CH2:20][CH2:21][CH3:22]>>[CH2:19]([N:23]1[C:27]2=[N:28][C:29]([CH3:38])=[C:30]([C:33]([O:35][CH2:36][CH3:37])=[O:34])[C:31]([O:9][CH2:8][CH3:7])=[C:26]2[N:25]=[CH:24]1)[CH2:20][CH2:21][CH3:22]. Procedure: By replacing 7-chloro-3-ethyl-5-methyl-3H-imidazo[4,5-b]pyridine-6-carboxylic acid, ethyl ester in Example 1 e with 3-butyl-7-chloro-5-methyl-3H-imidazo[4,5-b]pyridine-6-carboxylic acid, ethyl ester, 3-butyl-7-ethoxy-5-methyl-3H-imidazo[4,5-b]pyridine-6-carboxylic acid, ethyl ester is obtained. Yield 81%, b.p. 200°-210°/0.01. An equivalent of aqueous sodium hydroxide is added to an ethanol solution of the ethyl ester and refluxed for 1 hour. The reaction mixture is then taken to dryness, the res... The reactants are CCCCOCc1ccc(Br)cc1, [Li]CCCC, CN(C)C=O, C1CCOC1. The product is CCCCOCc1ccc(C=O)cc1. Reaction SMILES: [Br:1][c:2]1[cH:3][cH:4][c:5]([CH2:8][O:9][CH2:10][CH2:11][CH2:12][CH3:13])[cH:6][cH:7]1.[CH2:14]([Li:15])[CH2:16][CH2:17][CH3:18].[CH3:19][N:20]([CH:21]=[O:22])[CH3:23].[O:24]1[CH2:25][CH2:26][CH2:27][CH2:28]1>>[c:2]1([CH:21]=[O:22])[cH:3][cH:4][c:5]([CH2:8][O:9][CH2:10][CH2:11][CH2:12][CH3:13])[cH:6][cH:7]1. The reactants are CC(C)c1nc(COCc2ccccc2)n(Cc2ccncc2)c1Sc1cc(Cl)cc(Cl)c1, Cc1ccccc1, CC(C)OC(C)C, Cl, O. Yields the product CC(C)c1nc(CO)n(Cc2ccncc2)c1Sc1cc(Cl)cc(Cl)c1. RXN SMILES: [CH2:1]([c:2]1[cH:3][cH:4][cH:5][cH:6][cH:7]1)[O:8][CH2:9][c:10]1[n:11]([CH2:27][c:28]2[cH:29][cH:30][n:31][cH:32][cH:33]2)[c:12]([S:18][c:19]2[cH:20][c:21]([Cl:26])[cH:22][c:23]([Cl:25])[cH:24]2)[c:13]([CH:15]([CH3:16])[CH3:17])[n:14]1.[CH3:43][c:44]1[cH:45][cH:46][cH:47][cH:48][cH:49]1.[CH:36]([O:37][CH:38]([CH3:39])[CH3:40])([CH3:41])[CH3:42].[ClH:34].[OH2:35]>>[OH:8][CH2:9][c:10]1[n:11]([CH2:27][c:28]2[cH:29][cH:30][n:31][cH:32][cH:33]2)[c:12]([S:18][c:19]2[cH:20][c:21]([Cl:26])[cH:22][c:23]([Cl:25])[cH:24]2)[c:13]([CH:15]([CH3:16])[CH3:17])[n:14]1. Reactants: COC(C1=CN=C(C=C1)N1C=NC(=C1)C=1C(=NOC1C(F)(F)F)C1=CC=CC=C1)=O (6-[4-(3-phenyl-5-trifluoromethyl-isoxazol-4-yl)-imidazol-1-yl]-nicotinic acid methyl ester), FC(CN)(F)F (2,2,2-trifluoroethylamine). The product is C1(=CC=CC=C1)C1=NOC(=C1C=1N=CN(C1)C1=NC=C(C(=O)NCC(F)(F)F)C=C1)C(F)(F)F (6-[4-(3-Phenyl-5-trifluoromethyl-isoxazol-4-yl)-imidazol-1-yl]-N-(2,2,2-trifluoro-ethyl)-nicotinamide). The yield is 57.0%. As a reaction SMILES: C[O:2][C:3](=O)[C:4]1[CH:9]=[CH:8][C:7]([N:10]2[CH:14]=[C:13]([C:15]3[C:16]([C:24]4[CH:29]=[CH:28][CH:27]=[CH:26][CH:25]=4)=[N:17][O:18][C:19]=3[C:20]([F:23])([F:22])[F:21])[N:12]=[CH:11]2)=[N:6][CH:5]=1.[F:31][C:32]([F:36])([F:35])[CH2:33][NH2:34]>>[C:24]1([C:16]2[C:15]([C:13]3[N:12]=[CH:11][N:10]([C:7]4[CH:8]=[CH:9][C:4]([C:3]([NH:34][CH2:33][C:32]([F:36])([F:35])[F:31])=[O:2])=[CH:5][N:6]=4)[CH:14]=3)=[C:19]([C:20]([F:22])([F:21])[F:23])[O:18][N:17]=2)[CH:25]=[CH:26][CH:27]=[CH:28][CH:29]=1. Reported procedure: As described for Example 18, 6-[4-(3-phenyl-5-trifluoromethyl-isoxazol-4-yl)-imidazol-1-yl]-nicotinic acid methyl ester (90 mg, 0.22 mmol), was converted, using 2,2,2-trifluoroethylamine instead of cyclopropanemethylamine, to the title compound (60 mg, 57%) which was obtained as a white solid. MS: m/e=482.1 [M+H]+. Starting materials: BrCCOc1cccc(-c2noc3ccsc23)c1, O=C([O-])[O-], CC1CCNCC1, CC#N, [K+], [K+]. The product is CC1CCN(CCOc2cccc(-c3noc4ccsc34)c2)CC1. As a reaction SMILES: [Br:1][CH2:2][CH2:3][O:4][c:5]1[cH:6][c:7](-[c:11]2[n:12][o:13][c:14]3[c:15]2[s:16][cH:17][cH:18]3)[cH:8][cH:9][cH:10]1.[C:19](=[O:20])([O-:21])[O-:22].[CH3:25][CH:26]1[CH2:27][CH2:28][NH:29][CH2:30][CH2:31]1.[CH3:32][C:33]#[N:34].[K+:23].[K+:24]>>[CH2:2]([CH2:3][O:4][c:5]1[cH:6][c:7](-[c:11]2[n:12][o:13][c:14]3[c:15]2[s:16][cH:17][cH:18]3)[cH:8][cH:9][cH:10]1)[N:29]1[CH2:28][CH2:27][CH:26]([CH3:25])[CH2:31][CH2:30]1. The product is CCC1C(=O)N(C)c2cnc(-c3ccncc3NC(C)=O)nc2N1C(C)C. Reactants: CC(=O)Cl, O=C(O)C(F)(F)F, CCC1C(=O)N(C)c2cnc(-c3ccncc3N)nc2N1C(C)C. Reaction SMILES: [CH3:25][C:26]([Cl:27])=[O:28].[F:29][C:30]([F:31])([F:32])[C:33]([OH:34])=[O:35].[NH2:1][c:2]1[cH:3][n:4][cH:5][cH:6][c:7]1-[c:8]1[n:9][c:10]2[c:15]([cH:16][n:17]1)[N:14]([CH3:18])[C:13](=[O:19])[CH:12]([CH2:20][CH3:21])[N:11]2[CH:22]([CH3:23])[CH3:24]>>[NH:1]([c:2]1[cH:3][n:4][cH:5][cH:6][c:7]1-[c:8]1[n:9][c:10]2[c:15]([cH:16][n:17]1)[N:14]([CH3:18])[C:13](=[O:19])[CH:12]([CH2:20][CH3:21])[N:11]2[CH:22]([CH3:23])[CH3:24])[C:26]([CH3:25])=[O:28]. Reactants: ClC1=CC=C(C=C1)NC(NN)=O (4-(p-Chlorophenyl)semicarbazide), FC(C1=NC2=C(C(O1)=O)C=CC=C2)(F)F (2-(trifluoromethyl)-4H-3,1-benzoxazin-4-one). The solvent is N1=CC=CC=C1 (pyridine), ClCCl (dichloromethane), CCOCC (ether). Run at temperature 100 celsius, time 15 hour. Yields the product dichloromethane hexanes, ClC1=CC=C(C=C1)NC(=O)NN1C(=NC2=CC=CC=C2C1=O)C(F)(F)F (1-(p-Chlorophenyl)-3-(3,4-dihydro-4-oxo-2-(trifluoromethyl)-3-quinazolinyl)urea). RXN SMILES: [Cl:1][C:2]1[CH:7]=[CH:6][C:5]([NH:8][C:9](=[O:12])[NH:10][NH2:11])=[CH:4][CH:3]=1.[F:13][C:14]([F:27])([F:26])[C:15]1[O:20][C:19](=O)[C:18]2[CH:22]=[CH:23][CH:24]=[CH:25][C:17]=2[N:16]=1>N1C=CC=CC=1.ClCCl.CCOCC>[Cl:1][C:2]1[CH:3]=[CH:4][C:5]([NH:8][C:9]([NH:10][N:11]2[C:19](=[O:20])[C:18]3[C:17](=[CH:25][CH:24]=[CH:23][CH:22]=3)[N:16]=[C:15]2[C:14]([F:13])([F:26])[F:27])=[O:12])=[CH:6][CH:7]=1. Reported procedure: 4-(p-Chlorophenyl)semicarbazide (1.49 g, 8.03 mmol) is added to a solution of 2-(trifluoromethyl)-4H-3,1-benzoxazin-4-one (1.72 g, 8.00 mmol) in pyridine (27 mL) at 100° C. The reaction mixture is stirred for 15 hours at 100° C., cooled to room temperature and concentrated in vacuo to obtain a solid. The solid is diluted with dichloromethane and the mixture is washed sequentially with 10% hydrochloric acid and water and concentrated in vacuo to obtain a tan solid. The tan solid is washed with di... Reactants: N (NH3), C1N2CN3CN1CN(C2)C3 (hexamethylenetetramine), BrC(C(=O)NC1=C(C(=O)C2=C(C=CC=C2)F)C=C(C=C1)[N+](=O)[O-])F (2-(α-bromo-α-fluoroacetamido)-5-nitro-2'-fluorobenzophenone), NC1=C(C(=O)C2=C(C=CC=C2)F)C=C(C=C1)[N+](=O)[O-] (2-amino-5-nitro-2'-fluorobenzophenone), BrC(C(=O)Br)F (α-bromo-α-fluoroacetyl bromide). Solvent: C(C)O (ethanol). The product is FC1C(NC2=C(C(=N1)C1=C(C=CC=C1)F)C=C(C=C2)[N+](=O)[O-])=O (3-fluoro-5-o-fluorophenyl-7-nitro-2,3-dihydro-1H-1,4-benzodiazepin-2-one). RXN SMILES: N.C1N2CN3CN(C2)C[N:3]1C3.Br[CH:13]([F:35])[C:14]([NH:16][C:17]1[CH:31]=[CH:30][C:29]([N+:32]([O-:34])=[O:33])=[CH:28][C:18]=1[C:19]([C:21]1[CH:26]=[CH:25][CH:24]=[CH:23][C:22]=1[F:27])=O)=[O:15].NC1C=CC([N+]([O-])=O)=CC=1C(C1C=CC=CC=1F)=O.BrC(F)C(Br)=O>C(O)C>[F:35][CH:13]1[N:3]=[C:19]([C:21]2[CH:26]=[CH:25][CH:24]=[CH:23][C:22]=2[F:27])[C:18]2[CH:28]=[C:29]([N+:32]([O-:34])=[O:33])[CH:30]=[CH:31][C:17]=2[NH:16][C:14]1=[O:15]. Procedure details: NH3 is passed into a refluxing solution of 1.48 g. of hexamethylenetetramine in 30 ml. of ethanol; 3.83 g. of 2-(α-bromo-α-fluoroacetamido)-5-nitro-2'-fluorobenzophenone, obtainable from 2-amino-5-nitro-2'-fluorobenzophenone and α-bromo-α-fluoroacetyl bromide, are added over 2 hours. The mixture is then heated under reflux for 3 hours more and is evaporated. The resulting 2-(α-amino-α-fluoroacetamido)-5-nitro-2'-fluorobenzophenone is treated with 15 ml. of toluene and 20 mg. of p-tolunesulfonic ... Reactants: C1(=CC=CC=C1)C.N(=NC(=O)OCC)C(=O)OCC (diethyl azodicarboxylate toluene), OC1=C(C=C(C=O)C=C1)C (4-Hydroxy-3-methylbenzaldehyde), ClC=1C=C(CO)C=CC1Cl (3,4-dichlorobenzyl alcohol), C1(=CC=CC=C1)P(C1=CC=CC=C1)C1=CC=CC=C1 (triphenylphosphine). The solvent is O1CCCC1 (tetrahydrofuran). Run at time 2 hour. The product is ClC=1C=C(COC2=C(C=C(C=O)C=C2)C)C=CC1Cl (4-(3,4-Dichlorobenzyloxy)-3-methylbenzaldehyde). Isolated yield 68.5%. Reaction SMILES: [OH:1][C:2]1[CH:9]=[CH:8][C:5]([CH:6]=[O:7])=[CH:4][C:3]=1[CH3:10].[Cl:11][C:12]1[CH:13]=[C:14]([CH:17]=[CH:18][C:19]=1[Cl:20])[CH2:15]O.C1(P(C2C=CC=CC=2)C2C=CC=CC=2)C=CC=CC=1.C1(C)C=CC=CC=1.N(C(OCC)=O)=NC(OCC)=O>O1CCCC1>[Cl:11][C:12]1[CH:13]=[C:14]([CH:17]=[CH:18][C:19]=1[Cl:20])[CH2:15][O:1][C:2]1[CH:9]=[CH:8][C:5]([CH:6]=[O:7])=[CH:4][C:3]=1[CH3:10] |f:3.4|. Reported procedure: 4-Hydroxy-3-methylbenzaldehyde (365 mg, 2.68 mmol), 3,4-dichlorobenzyl alcohol (665 mg, 3.76 mmol), and triphenylphosphine (980 mg, 3.74 mmol) were dissolved in tetrahydrofuran (8 mL), and a diethyl azodicarboxylate toluene solution (2.2 M, 1.71 mL, 3.76 mmol) was slowly added dropwise thereto at room temperature, and then, the resulting mixture was stirred under a nitrogen atmosphere at room temperature for 2 hours. The solvent was distilled off under reduced pressure, and the resulting residue...